From a dataset of the Open Reaction Database (ORD), a public repository of structured organic reaction records. describe an organic reaction: reactants, conditions, products, and yield Reactants: BrC1=CC=C2CCC3(C(C2=C1)=NS(=O)C(C)(C)C)CCC(CC3)OC (N-(7′-bromo-4-methoxy-3′,4′-dihydro-1′H-spiro[cyclohexane-1,2′-naphthalene]-1′-ylidene)-2-methylpropane-2-sulfinamide), BrC1=CC=C2CCC3(C(C2=C1)=NS(=O)C(C)(C)C)CCC(CC3)OC (N-(7′-bromo-4-methoxy-3′,4′-dihydro-1′H-spiro[cyclohexane-1,2′-naphthalene]-1′-ylidene)-2-methylpropane-2-sulfinamide), Cl (HCl). Run at time 45 minute. Yields the product BrC1=CC=C2CCC3(C(C2=C1)=N)CCC(CC3)OC (7′-Bromo-4-methoxy-3′,4′-dihydro-1′H-spiro[cyclohexane-1,2′-naphthalen]-1′-imine). Yield: 76.0%. Reaction SMILES: [Br:1][C:2]1[CH:11]=[C:10]2[C:5]([CH2:6][CH2:7][C:8]3([CH2:23][CH2:22][CH:21]([O:24][CH3:25])[CH2:20][CH2:19]3)[C:9]2=[N:12]S(C(C)(C)C)=O)=[CH:4][CH:3]=1.Cl>>[Br:1][C:2]1[CH:11]=[C:10]2[C:5]([CH2:6][CH2:7][C:8]3([CH2:23][CH2:22][CH:21]([O:24][CH3:25])[CH2:20][CH2:19]3)[C:9]2=[NH:12])=[CH:4][CH:3]=1. Procedure: To N-(7′-bromo-4-methoxy-3′,4′-dihydro-1′H-spiro[cyclohexane-1,2′-naphthalene]-1′-ylidene)-2-methylpropane-2-sulfinamide (Intermediate 13, 0.610 g, 1.43 mmol) under N2 (g) was added HCl (4 M in 1,4-dioxane, 3.58 mL, 14.3 mmol). The mixture was stirred at r.t. for 45 min and was then concentrated. DCM (approx. 2 mL) was added followed by Et2O. A solid formed and was filtered off and washed with Et2O. The solid was dissolved in DCM. NaHCO3 (sat. aq.) was added and the mixture was poured into a pha...